This data is from the Open Reaction Database (ORD), a public repository of structured organic reaction records. The task is: describe an organic reaction: reactants, conditions, products, and yield Starting materials: O (water), C([O-])([O-])=O.[K+].[K+] (potassium carbonate), CNC (dimethylamine), ClCC1N(CCN(C1)CC1=CC=CC=C1)CC1=CC=CC=C1 (2-chloromethyl-1,4-bis(phenylmethyl)piperazine). The solvent is ClCCl (dichloromethane), O1CCOCC1 (dioxane). Reaction conditions: temperature 80 celsius, time 18 hour. Yields the product CN(C)CC1N(CCN(C1)CC1=CC=CC=C1)CC1=CC=CC=C1 (2-dimethylaminomethyl-1,4-bis(phenylmethyl)piperazine). Reaction SMILES: Cl[CH2:2][CH:3]1[CH2:8][N:7]([CH2:9][C:10]2[CH:15]=[CH:14][CH:13]=[CH:12][CH:11]=2)[CH2:6][CH2:5][N:4]1[CH2:16][C:17]1[CH:22]=[CH:21][CH:20]=[CH:19][CH:18]=1.C(=O)([O-])[O-].[K+].[K+].[CH3:29][NH:30][CH3:31].O>O1CCOCC1.ClCCl>[CH3:29][N:30]([CH2:2][CH:3]1[CH2:8][N:7]([CH2:9][C:10]2[CH:15]=[CH:14][CH:13]=[CH:12][CH:11]=2)[CH2:6][CH2:5][N:4]1[CH2:16][C:17]1[CH:22]=[CH:21][CH:20]=[CH:19][CH:18]=1)[CH3:31] |f:1.2.3|. Procedure: A 6 g portion of 2-chloromethyl-1,4-bis(phenylmethyl)piperazine was dissolved in 20 ml of dioxane. To this was added 3.14 g of potassium carbonate and 68 ml of 40% aqueous dimethylamine. The mixture was stirred in a sealed pressure bottle at 80° C. for 18 hours and then taken to dryness in vacuo. The gummy residue was mixed with water and dichloromethane. The aqueous layer was washed twice with dichloromethane. The organic solutions were combined, dried, filtered and evaporated, giving 6.23 g of... As a reaction SMILES: [Br:17][c:18]1[cH:19][cH:20][c:21]([O:28][CH3:29])[c:22]([S:24](=[O:25])(=[O:26])[Cl:27])[cH:23]1.[CH3:36][C:37](=[O:38])[OH:39].[CH3:40][CH2:41][O:42][C:43](=[O:44])[CH3:45].[F:1][C:2]([CH:3]([CH2:4][c:5]1[cH:6][nH:7][c:8]2[cH:9][cH:10][cH:11][cH:12][c:13]12)[NH2:14])([F:15])[F:16].[cH:30]1[cH:31][cH:32][n:33][cH:34][cH:35]1>>[F:1][C:2]([CH:3]([CH2:4][c:5]1[cH:6][nH:7][c:8]2[cH:9][cH:10][cH:11][cH:12][c:13]12)[NH:14][S:24]([c:22]1[c:21]([O:28][CH3:29])[cH:20][cH:19][c:18]([Br:17])[cH:23]1)(=[O:25])=[O:26])([F:15])[F:16]. Reactants: COc1ccc(Br)cc1S(=O)(=O)Cl, CC(=O)O, CCOC(C)=O, NC(Cc1c[nH]c2ccccc12)C(F)(F)F, c1ccncc1. The product is COc1ccc(Br)cc1S(=O)(=O)NC(Cc1c[nH]c2ccccc12)C(F)(F)F. Reactants: C1(CCCC1)C=1C=C(C(=O)O)C=CC1OC (3-cyclopentyl-p-anisic acid), C(C(=O)Cl)(=O)Cl (oxalyl chloride), C(C1=CC=CC=C1)C1(SC=CC1C)C (2-benzyl-2,3-dimethylthiophene). The reagents and catalysts are CN(C=O)C (N,N-dimethylformamide). Yields the product C(C1=CC=CC=C1)C=1SC(=C(C1C(=O)C1=CC(=C(C=C1)OC)C1CCCC1)C)C ((2-Benzyl-4,5-dimethyl-thiophen-3-yl)-(3-cyclopentyl-4-methoxy-phenyl)-methanone). Isolated yield 52.3%. As a reaction SMILES: [CH:1]1([C:6]2[CH:7]=[C:8]([CH:12]=[CH:13][C:14]=2[O:15][CH3:16])[C:9]([OH:11])=O)[CH2:5][CH2:4][CH2:3][CH2:2]1.[C:17](Cl)(=O)[C:18](Cl)=O.[CH2:23]([C:30]1(C)[CH:34](C)[CH:33]=[CH:32][S:31]1)[C:24]1[CH:29]=[CH:28][CH:27]=[CH:26][CH:25]=1>CN(C)C=O>[CH2:23]([C:30]1[S:31][C:17]([CH3:18])=[C:33]([CH3:32])[C:34]=1[C:9]([C:8]1[CH:12]=[CH:13][C:14]([O:15][CH3:16])=[C:6]([CH:1]2[CH2:2][CH2:3][CH2:4][CH2:5]2)[CH:7]=1)=[O:11])[C:24]1[CH:29]=[CH:28][CH:27]=[CH:26][CH:25]=1. Procedure details: The title compound was prepared according to the procedure in Example 5, step 2 using 3-cyclopentyl-p-anisic acid (5.0 g, 22.7 mmol, RN-59216-82-9), oxalyl chloride (2.4 mL, 27.2 mmol), N,N-dimethylformamide (2 drops) tin(IV) chloride (2.9 mL, 25.0 mmol) and 2-benzyl-2,3-dimethylthiophene (5.1 g, 25.0 mmol). Purification on silica gel eluting 5% EtOAc/pet. ether gave 4.8 g (52%) of the title compound as an amber oil. (DMSO-d6) δ7.61-7.54 (m, 2H), 7.24-7.14 (m, 3H), 7.08-7.02 (m, 3H), 3.87 (s, 3H... As a reaction SMILES: [O-2].[Zn+2:2].N.[CH2:4]([O:8][CH2:9][CH2:10][OH:11])[CH2:5][CH2:6][CH3:7]>[Cl-].C[N+](C)(CCCCCCCCCCCCCCCCCC)CCC[Si](OC)(OC)OC>[CH2:4]([O:8][CH2:9][CH2:10][OH:11])[CH2:5][CH2:6][CH3:7].[Zn:2] |f:0.1,4.5|. Reagents/catalysts: [Cl-].C[N+](CCC[Si](OC)(OC)OC)(CCCCCCCCCCCCCCCCCC)C (dimethyl-n-octadecyl [3(trimethoxysilyl)propyl] ammonium chloride). Product: C(CCC)OCCO (2-n-butoxyethanol), [Zn] (zinc), Si Zn. The reactants are N (ammonia), C(CCC)OCCO (2-n-butoxyethanol), [O-2].[Zn+2] (zinc oxide). Procedure details: The reaction product of 0.81 g. of zinc oxide, 9.91 g. of dimethyl-n-octadecyl [3(trimethoxysilyl)propyl] ammonium chloride, 10.0 g. of 28% aqueous ammonia in 100 g. of 2-n-butoxyethanol, after overnight agitation, was diluted with 15.0 g. of additional 2-n-butoxyethanol and gave a clear, homogeneous solution of a zinc ammine siliconate with an Si/Zn ratio of 2.0/1.0. Upon air drying, the solution gave a non-tacky coating which was firm, soft, water-repellent and water-insoluble, but swollen by ... Starting materials: CCOC(C)=O, O=C=Nc1cccc(Cl)c1Cl, ClCCl, CC(C)(C)c1cc(N)c(-c2ccncc2)o1. The product is CC(C)(C)c1cc(NC(=O)Nc2cccc(Cl)c2Cl)c(-c2ccncc2)o1. Reaction SMILES: [CH3:31][CH2:32][O:33][C:34]([CH3:35])=[O:36].[Cl:17][c:18]1[c:19]([N:25]=[C:26]=[O:27])[cH:20][cH:21][cH:22][c:23]1[Cl:24].[Cl:28][CH2:29][Cl:30].[NH2:1][c:2]1[c:3](-[c:11]2[cH:12][cH:13][n:14][cH:15][cH:16]2)[o:4][c:5]([C:7]([CH3:8])([CH3:9])[CH3:10])[cH:6]1>>[NH:1]([c:2]1[c:3](-[c:11]2[cH:12][cH:13][n:14][cH:15][cH:16]2)[o:4][c:5]([C:7]([CH3:8])([CH3:9])[CH3:10])[cH:6]1)[C:26]([NH:25][c:19]1[c:18]([Cl:17])[c:23]([Cl:24])[cH:22][cH:21][cH:20]1)=[O:27]. Reactants: FC(C#CC(C(F)(F)F)(F)F)(F)F (perfluoro-2-pentyne), ClC1=C(C(C(C1(F)F)(F)F)(F)F)Cl (1,2-dichloro-3,3,4,4,5,5-hexafluorocyclopentene), ClC1(C(=C(C(=C1Cl)Cl)Cl)Cl)Cl (hexachlorocyclopentadiene), [F-].[F-].[F-].[Cl-].[Cl-].[Sb+5] (antimony trifluorodichloride). The product is ClC(C(F)(F)F)=C(C(C(F)(F)F)(F)F)Cl (2,3-dichloro-1,1,1,4,4,5,5,5-octafluoro-2-pentene). Reaction SMILES: [F:1][C:2]([F:13])([F:12])[C:3]#[C:4][C:5]([F:11])([F:10])[C:6]([F:9])([F:8])[F:7].ClC1(Cl)C(Cl)=C(Cl)C(Cl)=C1Cl.[F-].[F-].[F-].[Cl-:28].[Cl-:29].[Sb+5].ClC1C(F)(F)C(F)(F)C(F)(F)C=1Cl>>[Cl:28][C:3](=[C:4]([Cl:29])[C:5]([F:10])([F:11])[C:6]([F:8])([F:7])[F:9])[C:2]([F:12])([F:13])[F:1] |f:2.3.4.5.6.7|. Procedure details: For example, a process for synthesizing perfluoro-2-pentyne is described in J. Am. Chem. Soc., vol. 76, p611 (1954) wherein hexachlorocyclopentadiene is treated with antimony trifluorodichloride to synthesize 1,2-dichloro-3,3,4,4,5,5-hexafluorocyclopentene; and, 2,3-dichloro-1,1,1,4,4,5,5,5-octafluoro-2-pentene as produced as a by-product in this synthetic process is dechlorinated with zinc to give perfluoro-2-pentyne. This process has a problem such that an antimony pentahalide, which is troubl... As a reaction SMILES: C(OC([NH:8][CH2:9][CH2:10][C@H:11]([C:13]1[CH:14]=[C:15]([CH:30]=[CH:31][CH:32]=1)[O:16][CH2:17][C@@H:18]1[CH2:22][CH2:21][CH2:20][N:19]1C(OC(C)(C)C)=O)[OH:12])=O)(C)(C)C.Cl.O1CCOCC1>C(Cl)Cl>[NH2:8][CH2:9][CH2:10][C@H:11]([C:13]1[CH:32]=[CH:31][CH:30]=[C:15]([O:16][CH2:17][C@@H:18]2[CH2:22][CH2:21][CH2:20][NH:19]2)[CH:14]=1)[OH:12] |f:1.2|. Starting materials: C(C)(C)(C)OC(=O)NCC[C@@H](O)C=1C=C(OC[C@H]2N(CCC2)C(=O)OC(C)(C)C)C=CC1 ((S)-tert-butyl 2-((3-((R)-3-((tert-butoxycarbonyl)amino)-1-hydroxypropyl)phenoxy)methyl)pyrrolidine-1-carboxylate), Cl.O1CCOCC1 (HCl dioxane). Run in C(Cl)Cl (DCM). Procedure: To a solution of (S)-tert-butyl 2-((3-((R)-3-((tert-butoxycarbonyl)amino)-1-hydroxypropyl)phenoxy)methyl)pyrrolidine-1-carboxylate (0.3 g, 0.66 mmol) in DCM (10 mL) was added HCl/dioxane (3 mL) at 0° C. and the reaction mixture was stirred at rt for 2 h. After completion of the reaction the solvent was removed in vacuo. The residue was purified by prep HPLC to give (R)-3-Amino-1-(3-((S)-pyrrolidin-2-ylmethoxy)phenyl)propan-1-ol (Example 22) as a white solid. Yield (0.18 g, 89%); 1H NMR (400 MHz,... Conditions: time 2 hour. Product: NCC[C@@H](O)C1=CC(=CC=C1)OC[C@H]1NCCC1 ((R)-3-Amino-1-(3-((S)-pyrrolidin-2-ylmethoxy)phenyl)propan-1-ol).